From a dataset of the Open Reaction Database (ORD), a public repository of structured organic reaction records. describe an organic reaction: reactants, conditions, products, and yield The reactants are COC(=O)CCc1ccc(-c2nc3ccc(C(=O)Nc4ccc5ccccc5n4)cc3[nH]2)cc1, CO, Cl, [Na+], [OH-]. Yields the product O=C(O)CCc1ccc(-c2nc3ccc(C(=O)Nc4ccc5ccccc5n4)cc3[nH]2)cc1. As a reaction SMILES: [CH3:1][O:2][C:3]([CH2:4][CH2:5][c:6]1[cH:7][cH:8][c:9](-[c:12]2[n:13][c:14]3[c:15]([nH:16]2)[cH:17][c:18]([C:21]([NH:22][c:23]2[n:24][c:25]4[cH:26][cH:27][cH:28][cH:29][c:30]4[cH:31][cH:32]2)=[O:33])[cH:19][cH:20]3)[cH:10][cH:11]1)=[O:34].[CH3:38][OH:39].[ClH:37].[Na+:36].[OH-:35]>>[O:2]=[C:3]([CH2:4][CH2:5][c:6]1[cH:7][cH:8][c:9](-[c:12]2[n:13][c:14]3[c:15]([nH:16]2)[cH:17][c:18]([C:21]([NH:22][c:23]2[n:24][c:25]4[cH:26][cH:27][cH:28][cH:29][c:30]4[cH:31][cH:32]2)=[O:33])[cH:19][cH:20]3)[cH:10][cH:11]1)[OH:34]. The reactants are O (water), ClC1=NC=CC=C1F (2-chloro-3-fluoro-pyridine), N1N=CC=C1 (1H-pyrazole), C(=O)([O-])[O-].[K+].[K+] (K2CO3). Run in CN(C)C=O (DMF). Yields the product ClC1=NC=CC=C1N1N=CC=C1 (2-Chloro-3-(1H-pyrazol-1-yl)pyridine). Yield: 39.0%. RXN SMILES: [Cl:1][C:2]1[C:7](F)=[CH:6][CH:5]=[CH:4][N:3]=1.[NH:9]1[CH:13]=[CH:12][CH:11]=[N:10]1.C([O-])([O-])=O.[K+].[K+].O>CN(C=O)C>[Cl:1][C:2]1[C:7]([N:9]2[CH:13]=[CH:12][CH:11]=[N:10]2)=[CH:6][CH:5]=[CH:4][N:3]=1 |f:2.3.4|. Procedure details: A solution of 2-chloro-3-fluoro-pyridine (1.3 g, 10.0 mmol), 1H-pyrazole (749 mg, 11.0 mmol) and K2CO3 (4.1 g, 30.0 mmol) was stirred in DMF (15 mL) at 80° C. for 16 hours. The reaction mixture was poured into water and extracted with EtOAc (3×). The organics were combined, washed with water (3×), brine, dried (Na2SO4) and evaporated to dryness. Purification by column chromatography (5 to 30% EtOAc in hexanes) gave the desired product (0.7 g, 40%) as a white solid. ESI-MS m/z calc. 179.3. found ...